This data is from the Open Reaction Database (ORD), a public repository of structured organic reaction records. The task is: describe an organic reaction: reactants, conditions, products, and yield Starting materials: CN(C)C=O, O=P(Cl)(Cl)Cl, CCOc1csc(N)c1C#N, [Na+], [OH-]. Product: CCOc1c(C=O)sc(N)c1C#N. As a reaction SMILES: [CH3:14][N:15]([CH:16]=[O:17])[CH3:18].[Cl:19][P:20](=[O:21])([Cl:22])[Cl:23].[NH2:1][c:2]1[s:3][cH:4][c:5]([O:9][CH2:10][CH3:11])[c:6]1[C:7]#[N:8].[Na+:13].[OH-:12]>>[NH2:1][c:2]1[s:3][c:4]([CH:16]=[O:17])[c:5]([O:9][CH2:10][CH3:11])[c:6]1[C:7]#[N:8]. Starting materials: FC1=CC=C(C=C1)[N+](=O)[O-] (4-fluoronitrobenzene), N1=CC=C(C=C1)N1CCNCC1 (4-pyridylpiperazine), C([O-])(O)=O.[Na+] (sodium bicarbonate), CN(C=O)C (N,N-dimethylformamide). Solvent: O (water). Conditions: time 3 hour. Yields the product [N+](=O)([O-])C1=CC=C(C=C1)N1CCN(CC1)C1=CC=NC=C1 (1-(4-nitrophenyl)-4-(4-pyridyl)piperazine). Yield: 51.7%. Reaction SMILES: F[C:2]1[CH:7]=[CH:6][C:5]([N+:8]([O-:10])=[O:9])=[CH:4][CH:3]=1.[N:11]1[CH:16]=[CH:15][C:14]([N:17]2[CH2:22][CH2:21][NH:20][CH2:19][CH2:18]2)=[CH:13][CH:12]=1.C(=O)(O)[O-].[Na+].CN(C)C=O>O>[N+:8]([C:5]1[CH:6]=[CH:7][C:2]([N:20]2[CH2:21][CH2:22][N:17]([C:14]3[CH:15]=[CH:16][N:11]=[CH:12][CH:13]=3)[CH2:18][CH2:19]2)=[CH:3][CH:4]=1)([O-:10])=[O:9] |f:2.3|. Procedure: A mixture of 4-fluoronitrobenzene (7.05 g), 4-pyridylpiperazine (8.15 g), anhydrous sodium bicarbonate (10.0 g) and dry N,N-dimethylformamide (100 ml) was heated under reflux with stirring for 3 hours and then cooled and poured into water. The solid was filtered off, washed with water and crystallised from ethanol to give 1-(4-nitrophenyl)-4-(4-pyridyl)piperazine (7.34 g), m.p. 213°-216° C. Further recrystallisation raised the m.p. to 219°-221° C. Found: C,63.76; H,5.85; N,19.96. C15H16N4O2 requ... Reactants: O (water), CC1(SCCCS1)C(=O)OC(C)(C)C (tert-Butyl 2-methyl-1,3-dithiane-2-carboxylate), C([O-])(O)=O.[Na+] (sodium bicarbonate). The solvent is CC(=O)C (acetone). Reaction conditions: temperature -20 celsius, time 30 minute. The product is O=C(C(=O)OC(C)(C)C)C (tert-butyl 2-oxopropanate). Isolated yield 40.0%. RXN SMILES: [CH3:1][C:2]1([C:8]([O:10][C:11]([CH3:14])([CH3:13])[CH3:12])=[O:9])SCCCS1.O.C(=O)(O)[O-:17].[Na+]>CC(C)=O>[O:17]=[C:2]([CH3:1])[C:8]([O:10][C:11]([CH3:14])([CH3:13])[CH3:12])=[O:9] |f:2.3|. Procedure: tert-Butyl 2-methyl-1,3-dithiane-2-carboxylate (2 g, 8.547 mmol) was dissolved in acetone (85.5 mL), and water (0.5 mL) was added. The flask was then cooled in a cold bath at −20° C. Small aliquots of N-bromosuceinimide (15.4 g, 85.47 mmol) were added over 20 minutes. The reaction mixture was stirred at the same temperature for further 30 minutes, and then quenched by adding an aqueous solution of sodium bicarbonate (7.18 g, 85.47 mmol in 90 mL of water). Insoluble material was removed by filtra... Starting materials: Cl.C(C1=CC=CC=C1)OC1=CC=C(N)C=C1 (4-benzyloxyaniline hydrochloride), CC=1C=CN(N1)C(=O)O (5-methylpyrazole-2-carboxylic acid), C(C1=CC=CC=C1)OC1=CC=C(C=C1)NC(=O)C1=NC=CC=C1 (pyridine-2-carboxylic acid (4-benzyloxyphenyl)amide). The product is C(C1=CC=CC=C1)OC1=CC=C(C=C1)NC(=O)C1=NNC(=C1)C (5-Methyl-1H-pyrazole-3-carboxylic acid (4-benzyloxy-phenyl)-amide). Reaction SMILES: Cl.C(OC1C=CC(N)=CC=1)C1C=CC=CC=1.[CH3:17][C:18]1[CH:19]=[CH:20][N:21](C(O)=O)[N:22]=1.[CH2:26]([O:33][C:34]1[CH:39]=[CH:38][C:37]([NH:40][C:41](C2C=CC=CN=2)=[O:42])=[CH:36][CH:35]=1)[C:27]1[CH:32]=[CH:31][CH:30]=[CH:29][CH:28]=1>>[CH2:26]([O:33][C:34]1[CH:39]=[CH:38][C:37]([NH:40][C:41]([C:20]2[CH:19]=[C:18]([CH3:17])[NH:22][N:21]=2)=[O:42])=[CH:36][CH:35]=1)[C:27]1[CH:28]=[CH:29][CH:30]=[CH:31][CH:32]=1 |f:0.1|. Procedure: This compound was prepared from 4-benzyloxyaniline hydrochloride (4.0 g, 17.0 mmol) and 5-methylpyrazole-2-carboxylic acid (2.25 g, 17.8 mmol), using the same method used to prepare pyridine-2-carboxylic acid (4-benzyloxyphenyl)amide, to give the product as a solid. The product was used without further purification in the subsequent reaction. MS m/z 308 (MH+). 1H NMR(CDCl3+MeOD-d4) δ 2.34 (s, 3H), 5.06 (s, 2H), 6.62 (s, 1H), 6.96 (d, 2H), 7.31 (m, 7H) and 7.58 (d, 1H). Starting materials: [H-].[Na+] (NaH), FC1=C(C=CC=C1)C=1NC(N(C1C1=C(C=CC=C1)F)C)=O (4.5-bis-(2-fluorophenyl)-1-methyl-4-imidazolin-2-one), COC(CCCCCCCBr)=O (8-bromo caprylic methyl ester). Run in CN(C)C=O (DMF). Yields the product COC(CCCCCCCN1C(N(C(=C1C1=C(C=CC=C1)F)C1=C(C=CC=C1)F)C)=O)=O (8-[4.5-Bis-(2-fluorophenyl)-3-methyl-2-oxo-4-imidazolin-1-yl] caprylic acid methyl ester). Reaction SMILES: [H-].[Na+].[F:3][C:4]1[CH:9]=[CH:8][CH:7]=[CH:6][C:5]=1[C:10]1[NH:11][C:12](=[O:23])[N:13]([CH3:22])[C:14]=1[C:15]1[CH:20]=[CH:19][CH:18]=[CH:17][C:16]=1[F:21].[CH3:24][O:25][C:26](=[O:35])[CH2:27][CH2:28][CH2:29][CH2:30][CH2:31][CH2:32][CH2:33]Br>CN(C=O)C>[CH3:24][O:25][C:26](=[O:35])[CH2:27][CH2:28][CH2:29][CH2:30][CH2:31][CH2:32][CH2:33][N:11]1[C:10]([C:5]2[CH:6]=[CH:7][CH:8]=[CH:9][C:4]=2[F:3])=[C:14]([C:15]2[CH:20]=[CH:19][CH:18]=[CH:17][C:16]=2[F:21])[N:13]([CH3:22])[C:12]1=[O:23] |f:0.1|. Reported procedure: The product is produced as described in example 1 from 0.63 of NaH (80% suspension in mineral oil), 5.9 g of 4.5-bis-(2-fluorophenyl)-1-methyl-4-imidazolin-2-one, 40 cc. of DMF, 5.0 g of 8-bromo caprylic methyl ester and 0.63 g of NaJ. Reactants: Br, COc1ccc2c(=O)c(C(=O)O)cn(C)c2c1, O. Product: Cn1cc(C(=O)O)c(=O)c2ccc(O)cc21. As a reaction SMILES: [BrH:18].[CH3:1][O:2][c:3]1[cH:4][cH:5][c:6]2[c:7](=[O:17])[c:8]([C:14](=[O:15])[OH:16])[cH:9][n:10]([CH3:13])[c:11]2[cH:12]1.[OH2:19]>>[OH:2][c:3]1[cH:4][cH:5][c:6]2[c:7](=[O:17])[c:8]([C:14](=[O:15])[OH:16])[cH:9][n:10]([CH3:13])[c:11]2[cH:12]1. The reactants are NC1=CC=C(C=C1)CC(=O)O (4-aminophenylacetic acid), CN(C)C=O (DMF), BrCC(=O)Br (Bromoacetyl bromide), [Cl-] (chloride), ice water. Run in O1CCOCC1 (dioxane). Run at temperature 0 celsius, time 8 hour. Product: 2.75, BrCC(=O)NC1=CC=C(C=C1)CC(=O)O (4-((Bromoacetyl)amino)phenylacetic Acid). Isolated yield 51.0%. RXN SMILES: [NH2:1][C:2]1[CH:7]=[CH:6][C:5]([CH2:8][C:9]([OH:11])=[O:10])=[CH:4][CH:3]=1.CN(C=O)C.[Br:17][CH2:18][C:19](Br)=[O:20].[Cl-]>O1CCOCC1>[Br:17][CH2:18][C:19]([NH:1][C:2]1[CH:3]=[CH:4][C:5]([CH2:8][C:9]([OH:11])=[O:10])=[CH:6][CH:7]=1)=[O:20]. Procedure: A solution of 4-aminophenylacetic acid (3.0 g, 19.8 mmol) in a mixture of anhydrous DMF (30 mL) and anhydrous dioxane (30 mL) in a 250 mL 3-necked round-bottomed flask equipped with a constant addition funnel (60 mL) was cooled to 0° C. using an ice-bath. Bromoacetyl bromide (4.00 g, 1.74 mL, 19.8 mmol) was added dropwise, keeping the internal temperature between 0° and 5° C. over a 1/2 h period. After the addition of the chloride was completed, the solution was warmed to rt, stirred overnight, ... Product: C(C)(C)(C)OC(=O)N1C[C@H]([C@@H]([C@H](C1)OCC1=CC2=CC=CC=C2C(=C1)OC)C1=CC=C(C=C1)OCCCOC1=C(C=CC=C1)C#N)OC[C@@H]1OC(OC1)(C)C ((3S,4R,5R)-4-[4-[3-(2-cyano-phenoxy)-propoxy]-phenyl]-3-[(4S)-2,2-dimethyl-[1,3]dioxolan-4-ylmethoxy]-5-(4-methoxy-naphthalen-2-ylmethoxy)-piperidine-1-carboxylic acid tert-butyl ester). Starting materials: ( f ), example 1 ( α ), C(C)(C)(C)OC(=O)N1C[C@H]([C@@H]([C@H](C1)O)C1=CC=C(C=C1)OCCCOC1=C(C=CC=C1)C#N)OC[C@@H]1OC(OC1)(C)C ((3S,4R,5R)-4-[4-[3-(2-cyano-phenoxy)-propoxy]-phenyl]-3-[(4S)-2,2-dimethyl-[1,3]dioxolan-4-ylmethoxy]-5-hydroxy-piperidine-1-carboxylic acid tert-butyl ester), ClCC=1C=C(C2=CC=CC=C2C1)OC (3-chloromethyl-1-methoxy-naphthalene). Procedure: In analogy to the procedure described in example 1) (f) the (3S,4R,5R)-4-[4-[3-(2-cyano-phenoxy)-propoxy]-phenyl]-3-[(4S)-2,2-dimethyl-[1,3]dioxolan-4-ylmethoxy]-5-hydroxy-piperidine-1-carboxylic acid tert-butyl ester was reacted with 3-chloromethyl-1-methoxy-naphthalene [example 1 (α)] to yield the (3S,4R,5R)-4-[4-[3-(2-cyano-phenoxy)-propoxy]-phenyl]-3-[(4S)-2,2-dimethyl-[1,3]dioxolan-4-ylmethoxy]-5-(4-methoxy-naphthalen-2-ylmethoxy)-piperidine-1-carboxylic acid tert-butyl ester as colorless o... As a reaction SMILES: [C:1]([O:5][C:6]([N:8]1[CH2:13][C@H:12]([OH:14])[C@@H:11]([C:15]2[CH:20]=[CH:19][C:18]([O:21][CH2:22][CH2:23][CH2:24][O:25][C:26]3[CH:31]=[CH:30][CH:29]=[CH:28][C:27]=3[C:32]#[N:33])=[CH:17][CH:16]=2)[C@H:10]([O:34][CH2:35][C@H:36]2[CH2:40][O:39][C:38]([CH3:42])([CH3:41])[O:37]2)[CH2:9]1)=[O:7])([CH3:4])([CH3:3])[CH3:2].Cl[CH2:44][C:45]1[CH:46]=[C:47]([O:55][CH3:56])[C:48]2[C:53]([CH:54]=1)=[CH:52][CH:51]=[CH:50][CH:49]=2>>[C:1]([O:5][C:6]([N:8]1[CH2:13][C@H:12]([O:14][CH2:44][C:45]2[CH:46]=[C:47]([O:55][CH3:56])[C:48]3[C:53](=[CH:52][CH:51]=[CH:50][CH:49]=3)[CH:54]=2)[C@@H:11]([C:15]2[CH:20]=[CH:19][C:18]([O:21][CH2:22][CH2:23][CH2:24][O:25][C:26]3[CH:31]=[CH:30][CH:29]=[CH:28][C:27]=3[C:32]#[N:33])=[CH:17][CH:16]=2)[C@H:10]([O:34][CH2:35][C@H:36]2[CH2:40][O:39][C:38]([CH3:42])([CH3:41])[O:37]2)[CH2:9]1)=[O:7])([CH3:4])([CH3:2])[CH3:3].